From a dataset of the Open Reaction Database (ORD), a public repository of structured organic reaction records. describe an organic reaction: reactants, conditions, products, and yield The reactants are CC(=O)O, CCOC(=O)c1cc2c(Cl)ccc([N+](=O)[O-])c2[nH]1, [Fe], O. Yields the product CCOC(=O)c1cc2c(Cl)ccc(N)c2[nH]1. RXN SMILES: [CH3:19][C:20](=[O:21])[OH:22].[Cl:1][c:2]1[c:3]2[cH:4][c:5]([C:14](=[O:15])[O:16][CH2:17][CH3:18])[nH:6][c:7]2[c:8]([N+:11]([O-:12])=[O:13])[cH:9][cH:10]1.[Fe:23].[OH2:24]>>[Cl:1][c:2]1[c:3]2[cH:4][c:5]([C:14](=[O:15])[O:16][CH2:17][CH3:18])[nH:6][c:7]2[c:8]([NH2:11])[cH:9][cH:10]1.